This data is from the Open Reaction Database (ORD), a public repository of structured organic reaction records. The task is: describe an organic reaction: reactants, conditions, products, and yield The reactants are COC1=CC=C(C=C1)C(C)(C)N (1-(4-methoxyphenyl)-1-methylethylamine), COC=1C=C(C(=O)OC)C=CC1 (methyl 3-methoxybenzoate). The product is COC=1C=C(C=CC1)C(C)(C)N (1-(3-Methoxyphenyl)-1-methylethylamine). The yield is 31.0%. Reaction SMILES: CO[C:3]1[CH:8]=[CH:7][C:6]([C:9]([NH2:12])([CH3:11])[CH3:10])=[CH:5][CH:4]=1.[CH3:13][O:14]C1C=C(C=CC=1)C(OC)=O>>[CH3:13][O:14][C:8]1[CH:7]=[C:6]([C:9]([NH2:12])([CH3:10])[CH3:11])[CH:5]=[CH:4][CH:3]=1. Reported procedure: Following a procedure similar to that described in Preparation 10a, but using methyl 3-methoxybenzoate as a starting material, in a relative amount similar to that used in that Preparation, the title compound was obtained in a yield of 31%. Reactants: FC=1C=C(SC1F)C1OCCO1 (2-(4,5-difluoro-2-thienyl)-1,3-dioxolane), Cl (HCl). Run in C1CCOC1 (THF). Run at time 1 hour. Product: FC=1C=C(SC1F)CO ((4,5-Difluoro-2-thienyl)methanol). Yield: 41.5%. As a reaction SMILES: [F:1][C:2]1[CH:3]=[C:4]([CH:8]2OCC[O:9]2)[S:5][C:6]=1[F:7].Cl>C1COCC1>[F:1][C:2]1[CH:3]=[C:4]([CH2:8][OH:9])[S:5][C:6]=1[F:7]. Reported procedure: A mixture of 2-(4,5-difluoro-2-thienyl)-1,3-dioxolane (586 mg), THF (10 ml) and 6 M HCl (1 ml) was stirred at ambient temperature for 1 h. The mixture was quenched with saturated NaHCO3 solution and extracted with EtOAc. The organic layer was separated, washed with water and brine successively, dried over MgSO4 and concentrated in vacuo. The residue was purified by silica gel column chromatography (hexane/EtOAc). The resulting oil was dissolved in THF (10 ml), and NaBH4 (48.5 mg) and MeOH (0.1 m... Reactants: O=C(O)CCOCc1ccccc1, CN(C)C=O, O=S(Cl)Cl. Yields the product O=C(O)CCOCc1ccccc1, [Cl-]. As a reaction SMILES: [CH2:1]([c:2]1[cH:3][cH:4][cH:5][cH:6][cH:7]1)[O:8][CH2:9][CH2:10][C:11](=[O:12])[OH:13].[CH3:18][N:19]([CH3:20])[CH:21]=[O:22].[S:14]([Cl:15])([Cl:16])=[O:17]>>[CH2:1]([c:2]1[cH:3][cH:4][cH:5][cH:6][cH:7]1)[O:8][CH2:9][CH2:10][C:11](=[O:12])[OH:13].[Cl-:16]. Starting materials: C(C1=CC=CC=C1)C1CCN(CC1)CC1=CC=C(CNC(=O)C2=CC3=CN=C4C=CC=C(S2)N43)C=C1 (N-[4-(4-benzylpiperidin-1-ylmethyl)benzyl]-5-thia-1,8b-diazaacenaphthylene-4-carboxamide), Cl (hydrochloric acid). The solvent is C(C)O (ethanol). Yields the product Cl.Cl.C(C1=CC=CC=C1)C1CCN(CC1)CC1=CC=C(CNC(=O)C2=CC3=CN=C4C=CC=C(S2)N43)C=C1 (N-[4-(4-benzylpiperidin-1-ylmethyl)-benzyl]-5-thia-1,8b-diazaacenaphthylene-4-carboxamide dihydrochloride). Reaction SMILES: [CH2:1]([CH:8]1[CH2:13][CH2:12][N:11]([CH2:14][C:15]2[CH:36]=[CH:35][C:18]([CH2:19][NH:20][C:21]([C:23]3[S:33][C:32]4[N:34]5[C:25](=[CH:26][N:27]=[C:28]5[CH:29]=[CH:30][CH:31]=4)[CH:24]=3)=[O:22])=[CH:17][CH:16]=2)[CH2:10][CH2:9]1)[C:2]1[CH:7]=[CH:6][CH:5]=[CH:4][CH:3]=1.[ClH:37]>C(O)C>[ClH:37].[ClH:37].[CH2:1]([CH:8]1[CH2:9][CH2:10][N:11]([CH2:14][C:15]2[CH:36]=[CH:35][C:18]([CH2:19][NH:20][C:21]([C:23]3[S:33][C:32]4[N:34]5[C:25](=[CH:26][N:27]=[C:28]5[CH:29]=[CH:30][CH:31]=4)[CH:24]=3)=[O:22])=[CH:17][CH:16]=2)[CH2:12][CH2:13]1)[C:2]1[CH:7]=[CH:6][CH:5]=[CH:4][CH:3]=1 |f:3.4.5|. Procedure: To a solution of 1.73 g (3.50 mM) of N-[4-(4-benzylpiperidin-1-ylmethyl)benzyl]-5-thia-1,8b-diazaacenaphthylene-4-carboxamide in ethanol (12 ml) was added 1 ml (12 mM) of 12N-hydrochloric acid at room temperature, and the mixture was stirred for several minutes (crystals separated out). This reaction mixture was concentrated under reduced pressure and ethanol and diethyl ether were added to the residue. The crystal crop was then harvested by filtration and rinsed with ethanol and diethyl ether t... The reactants are C(=O)=O (dry ice), C(CCC)[Li] (n-Butyllithium), solution, C(CC)N1N=C2C(NC=3C=CC=CC3C2=C1)=O (2-propyl-2,5-dihydro-4H-pyrazolo[3,4-c]quinolin-4-one), CN(CCN(C)C)C (N,N,N′,N′-tetramethylethylenediamine). The solvent is O (water), C(C)OCC (diethyl ether), CCCCCC (hexane), O1CCCC1 (tetrahydrofuran). Reaction conditions: temperature 5 celsius, time 20 minute. Product: O=C1NC=2C=CC=CC2C=2C1=NN(C2C(=O)O)CCC (4-oxo-2-propyl-4,5-dihydro-2H-pyrazolo[3,4-c]quinoline-1-carboxylic acid). Yield: 56.3%. Reaction SMILES: [CH2:1]([N:4]1[CH:16]=[C:15]2[C:6]([C:7](=[O:17])[NH:8][C:9]3[CH:10]=[CH:11][CH:12]=[CH:13][C:14]=32)=[N:5]1)[CH2:2][CH3:3].CN(C)CCN(C)C.C([Li])CCC.[C:31](=[O:33])=[O:32]>CCCCCC.O.C(OCC)C.O1CCCC1>[O:17]=[C:7]1[C:6]2=[N:5][N:4]([CH2:1][CH2:2][CH3:3])[C:16]([C:31]([OH:33])=[O:32])=[C:15]2[C:14]2[CH:13]=[CH:12][CH:11]=[CH:10][C:9]=2[NH:8]1. Procedure details: A 12 L reaction vessel was charged with 2-propyl-2,5-dihydro-4H-pyrazolo[3,4-c]quinolin-4-one (103.40 g, 455 mmol), tetrahydrofuran (THF, 6.1 L), and N,N,N′,N′-tetramethylethylenediamine (392 mL, 2.59 mol), and the resulting suspension was cooled in an ice bath. n-Butyllithium (510 mL of a 2.5 M solution in hexane, 1.27 mol) was added over 65 minutes, and the reaction was allowed to stir at 5° C. for 20 minutes. The contents of the 12 L vessel were transferred via cannula over a period of 20 min... The reactants are FC=1C=C(C(=C(C(=O)O)C1)[N+](=O)[O-])C (5-fluoro-3-methyl-2-nitrobenzoic acid), Cl[Sn]Cl (SnCl2), C(=O)(O)[O-].[Na+] (NaHCO3). Run in CCOC(=O)C (EtOAc). Run at temperature 70 celsius. The product is NC1=C(C(=O)O)C=C(C=C1C)F (2-Amino-5-fluoro-3-methylbenzoic acid). Reaction SMILES: [F:1][C:2]1[CH:3]=[C:4]([CH3:14])[C:5]([N+:11]([O-])=O)=[C:6]([CH:10]=1)[C:7]([OH:9])=[O:8].Cl[Sn]Cl.C([O-])(O)=O.[Na+]>CCOC(C)=O>[NH2:11][C:5]1[C:4]([CH3:14])=[CH:3][C:2]([F:1])=[CH:10][C:6]=1[C:7]([OH:9])=[O:8] |f:2.3|. Procedure: A mixture of 5-fluoro-3-methyl-2-nitrobenzoic acid (4.86 g, 24.42 mmol) and SnCl2 (16.5 g, 72.36 mmol) in EtOAc was heated at 70° C. overnight. After cooling at rt, the pH was adjusted to 7-8 with satd. aq. NaHCO3. The mixture was extracted with EtOAc, and the organic layer was washed with brine, filtered through diatomaceous earth, and dried over Na2SO4 to provide the title compound, which was used without further purification. ESI-MS (m/z): 170 [M+1]+. The reactants are Br.C(C=C)N[C@@H]1CC(C2=CC=CC=C12)Br (N-2-Propene-1-yl-3-bromo-(R)-aminoindan hydrobromide), desired compounds, C#CCN[C@@H]1CCC2=C1C=CC=C2 (Rasagiline), Br.C(C=C)N[C@H]1C(CC2=CC=CC=C12)Br (N-2-Propene-1-yl-2-bromo-(R)-aminoindan hydrobromide), N (ammonia), (R)-Rasagiline. The solvent is O (water), Br (HBr). The product is C(C=C)N[C@H]1C(CC2=CC=CC=C12)Br (N-2-Propene-1-yl-2-bromo-(R)-aminoindan), C(C=C)N[C@@H]1CC(C2=CC=CC=C12)Br (N-2-Propene-1-yl-3-bromo-(R)-aminoindan). The yield is 15.0%. Reaction SMILES: N.Br.[CH2:3]([NH:6][C@@H:7]1[C:15]2[C:10](=[CH:11][CH:12]=[CH:13][CH:14]=2)[CH2:9][CH:8]1[Br:16])[CH:4]=[CH2:5].Br.[CH2:18]([NH:21][C@H:22]1[C:30]2[C:25](=[CH:26][CH:27]=[CH:28][CH:29]=2)[CH:24]([Br:31])[CH2:23]1)[CH:19]=[CH2:20].C#CCN[C@H]1C2C=CC=CC=2CC1>Br.O>[CH2:3]([NH:6][C@@H:7]1[C:15]2[C:10](=[CH:11][CH:12]=[CH:13][CH:14]=2)[CH2:9][CH:8]1[Br:16])[CH:4]=[CH2:5].[CH2:18]([NH:21][C@H:22]1[C:30]2[C:25](=[CH:26][CH:27]=[CH:28][CH:29]=2)[CH:24]([Br:31])[CH2:23]1)[CH:19]=[CH2:20] |f:1.2,3.4|. Procedure details: (R)-Rasagiline base pure (30 g) was dissolved in HBr (250 ml) and the solution was heated to reflux for 36 h. After the completion of reaction the mixture was cooled, diluted with water (500 ml) and slowly the solution was basified using aqueous ammonia solution. The mixture was extracted with methyl tertiary butyl ether (MTBE). The separated MTBE layer was evaporated to get a dark brown oil which exhibited 3 spots on TLC, two of which were of the desired compounds i.e., N-2-Propene-1-yl-2-bromo...